Dataset: the Open Reaction Database (ORD), a public repository of structured organic reaction records. Task: describe an organic reaction: reactants, conditions, products, and yield The reactants are OCCCBr, C1CCOC1, COc1cc(OC)c2[nH]c(=O)oc2c1, CCOC(=O)N=NC(=O)OCC, c1ccc(P(c2ccccc2)c2ccccc2)cc1. The product is COc1cc(OC)c2c(c1)oc(=O)n2CCCBr. Reaction SMILES: [Br:15][CH2:16][CH2:17][CH2:18][OH:19].[CH2:51]1[O:52][CH2:53][CH2:54][CH2:55]1.[CH3:1][O:2][c:3]1[cH:4][c:5]([O:13][CH3:14])[cH:6][c:7]2[c:8]1[nH:9][c:10](=[O:12])[o:11]2.[O:20]=[C:21]([O:22][CH2:23][CH3:24])[N:25]=[N:26][C:27]([O:28][CH2:29][CH3:30])=[O:31].[c:32]1([P:33]([c:34]2[cH:35][cH:36][cH:37][cH:38][cH:39]2)[c:40]2[cH:41][cH:42][cH:43][cH:44][cH:45]2)[cH:46][cH:47][cH:48][cH:49][cH:50]1>>[CH3:1][O:2][c:3]1[cH:4][c:5]([O:13][CH3:14])[cH:6][c:7]2[c:8]1[n:9]([CH2:18][CH2:17][CH2:16][Br:15])[c:10](=[O:12])[o:11]2. The reactants are C=O (formaldehyde), C1(CC1)N1C=C(C(C=2C=C3C(=NC12)C=C(C(=C3)F)N3CC(NCC3)C)=O)C(=O)O (1-cyclopropyl-7-fluoro-8-(3-methyl-1-piperazinyl)-4-oxo-1,4-dihydro-benzo[b][1,8]naphthyridine-3-carboxylic acid), aqueous solution. Run in C(=O)O (formic acid). Yields the product C1(CC1)N1C=C(C(C=2C=C3C(=NC12)C=C(C(=C3)F)N3CC(N(CC3)C)C)=O)C(=O)O (1-Cyclopropyl-8-(3,4-dimethyl-1-piperazinyl)- 7-fluoro-4-oxo-1,4-dihydro-benzo[b][1,8]naphthyridine-3-carboxylic acid), solid. As a reaction SMILES: [CH:1]1([N:4]2[C:13]3[N:12]=[C:11]4[CH:14]=[C:15]([N:19]5[CH2:24][CH2:23][NH:22][CH:21]([CH3:25])[CH2:20]5)[C:16]([F:18])=[CH:17][C:10]4=[CH:9][C:8]=3[C:7](=[O:26])[C:6]([C:27]([OH:29])=[O:28])=[CH:5]2)[CH2:3][CH2:2]1.[CH2:30]=O>C(O)=O>[CH:1]1([N:4]2[C:13]3[N:12]=[C:11]4[CH:14]=[C:15]([N:19]5[CH2:24][CH2:23][N:22]([CH3:30])[CH:21]([CH3:25])[CH2:20]5)[C:16]([F:18])=[CH:17][C:10]4=[CH:9][C:8]=3[C:7](=[O:26])[C:6]([C:27]([OH:29])=[O:28])=[CH:5]2)[CH2:2][CH2:3]1. Reported procedure: 1-Cyclopropyl-8-(3,4-dimethyl-1-piperazinyl)- 7-fluoro-4-oxo-1,4-dihydro-benzo[b][1,8]naphthyridine-3-carboxylic acid is prepared under the conditions of Reference Example 21 but starting from 1.9 g of 1-cyclopropyl-7-fluoro-8-(3-methyl-1-piperazinyl)-4-oxo-1,4-dihydro-benzo[b][1,8]naphthyridine-3-carboxylic acid, 1.38 cm3 of formic acid and 3.30 cm3 of a 30% aqueous solution of formaldehyde. After recrystallizing crude product from 50 cm3 of ethanol, 1.3 g of 1the cyclopropyl-8-(3,4-dimethyl-1-...